This data is from the Open Reaction Database (ORD), a public repository of structured organic reaction records. The task is: describe an organic reaction: reactants, conditions, products, and yield RXN SMILES: [CH2:1]([OH:23])[C@H:2]1[O:7][C@@H:6]([O:8][C@H:9]2[C@H:14]([OH:15])[C@@H:13]([OH:16])[C@H:12]([OH:17])[O:11][C@@H:10]2[CH2:18][OH:19])[C@H:5]([OH:20])[C@@H:4]([OH:21])[C@@H:3]1[OH:22].OC1O[C@H](CO)[C@@H](O[C@@H]2O[C@H](CO)[C@H](O)[C@H](O)[C@H]2O)[C@H](O)[C@H]1O>>[CH2:1]([OH:23])[C@H:2]1[O:7][C@@H:6]([O:8][C@@H:9]([C@H:14]([OH:15])[C@H:13]([OH:16])[CH:12]=[O:17])[C@H:10]([OH:11])[CH2:18][OH:19])[C@H:5]([OH:20])[C@@H:4]([OH:21])[C@H:3]1[OH:22]. Procedure details: Through the specification of the present invention, the activity of the cellobiose 2-epimerase was determined as a lactose 2-epimerase activity, which catalyzes epimerization of lactose to form epilactose, using lactose as the substrate obtainable in highly purified form at low cost. The lactose 2-epimerase activity was measured as follows. To 1,000 μl of substrate solution, which contains lactose to give a final concentration of 35.1 mM and acetate buffer (pH 6.0) to give a final concentration ... The reactants are C([C@@H]1[C@H]([C@@H]([C@H]([C@@H](O1)O[C@@H]2[C@H](O[C@H]([C@@H]([C@H]2O)O)O)CO)O)O)O)O (cellobiose), OC1[C@H](O)[C@@H](O)[C@H](O[C@H]2[C@H](O)[C@@H](O)[C@@H](O)[C@H](O2)CO)[C@H](O1)CO (lactose), OC1[C@H](O)[C@@H](O)[C@H](O[C@H]2[C@H](O)[C@@H](O)[C@@H](O)[C@H](O2)CO)[C@H](O1)CO (lactose). Product: C([C@@H]1[C@@H]([C@@H]([C@H]([C@@H](O1)O[C@H]([C@@H](CO)O)[C@@H]([C@@H](C=O)O)O)O)O)O)O (epilactose). Starting materials: CC(=O)[O-], [Na+], CN(C)C=O, O=S(=O)(c1ccccc1)n1ccc2cc(CBr)c(Br)cc21. Yields the product CC(=O)OCc1cc2ccn(S(=O)(=O)c3ccccc3)c2cc1Br. Reaction SMILES: [CH3:23][C:24]([O-:25])=[O:26].[Na+:22].[O:27]=[CH:28][N:29]([CH3:30])[CH3:31].[c:1]1([S:7](=[O:8])(=[O:9])[n:10]2[cH:11][cH:12][c:13]3[cH:14][c:15]([CH2:20][Br:21])[c:16]([Br:19])[cH:17][c:18]23)[cH:2][cH:3][cH:4][cH:5][cH:6]1>>[c:1]1([S:7](=[O:8])(=[O:9])[n:10]2[cH:11][cH:12][c:13]3[cH:14][c:15]([CH2:20][O:26][C:24]([CH3:23])=[O:25])[c:16]([Br:19])[cH:17][c:18]23)[cH:2][cH:3][cH:4][cH:5][cH:6]1. Starting materials: CN(C(CC1=CC=C(C=C1)OCC1=CC=CC=C1)(C(=O)O)C)C(=O)OC12CC3CC(CC(C1)C3)C2 (methyl α-methyl-O-(phenylmethyl)-N-[(tricyclo[3.3.1.13,7 ]dec-1-yloxy)carbonyl]-DL-tyrosine), O.[OH-].[Li+] (lithium hydroxide monohydrate). The product is CC(NC(=O)OC12CC3CC(CC(C1)C3)C2)(CC2=CC=C(C=C2)OCC2=CC=CC=C2)C(=O)O (α-methyl-O-(phenylmethyl)-N-[(tricyclo[3.3.1.13,7 ]dec-1-yloxy)carbonyl]-DL-tyrosine). RXN SMILES: C[N:2]([C:23]([O:25][C:26]12[CH2:35][CH:30]3[CH2:31][CH:32]([CH2:34][CH:28]([CH2:29]3)[CH2:27]1)[CH2:33]2)=[O:24])[C:3]([CH3:22])([C:19]([OH:21])=[O:20])[CH2:4][C:5]1[CH:10]=[CH:9][C:8]([O:11][CH2:12][C:13]2[CH:18]=[CH:17][CH:16]=[CH:15][CH:14]=2)=[CH:7][CH:6]=1.O.[OH-].[Li+]>>[CH3:22][C:3]([C:19]([OH:21])=[O:20])([CH2:4][C:5]1[CH:10]=[CH:9][C:8]([O:11][CH2:12][C:13]2[CH:18]=[CH:17][CH:16]=[CH:15][CH:14]=2)=[CH:7][CH:6]=1)[NH:2][C:23]([O:25][C:26]12[CH2:27][CH:28]3[CH2:29][CH:30]([CH2:31][CH:32]([CH2:34]3)[CH2:33]1)[CH2:35]2)=[O:24] |f:1.2.3|. Procedure details: The title compound was prepared from methyl α-methyl-O-(phenylmethyl)-N-[(tricyclo[3.3.1.13,7 ]dec-1-yloxy)carbonyl]-DL-tyrosine (200 mg, 0.418 mmol) and lithium hydroxide monohydrate (26.3 mg, 0.628 mmol, 1.5 eq) using the procedure described in Example 47, Step C. Reactants: O (water), O (water), solution, [H-].C(C(C)C)[Al+]CC(C)C (diisobutylaluminum hydride), ice water, reagent, CC(CC1=CC2=CC=C(C=C2C=C1)CC(C)(C)C#N)(C)C#N (2,6-bis(2-methyl-2-cyanopropyl)naphthalene). Run in CO (methanol), CO (methanol), C1(=CC=CC=C1)C (toluene), C1(=CC=CC=C1)C (toluene). Yields the product CC(CC1=CC2=CC=C(C=C2C=C1)CC(CN)(C)C)(CN)C (2,6-bis(2,2-dimethyl-3-aminopropyl)naphthalene), solid. As a reaction SMILES: [CH3:1][C:2]([C:21]#[N:22])([CH3:20])[CH2:3][C:4]1[CH:13]=[CH:12][C:11]2[C:6](=[CH:7][CH:8]=[C:9]([CH2:14][C:15]([C:18]#[N:19])([CH3:17])[CH3:16])[CH:10]=2)[CH:5]=1.[H-].C([Al+]CC(C)C)C(C)C.O>C1(C)C=CC=CC=1.CO>[CH3:16][C:15]([CH3:17])([CH2:18][NH2:19])[CH2:14][C:9]1[CH:8]=[CH:7][C:6]2[C:11](=[CH:12][CH:13]=[C:4]([CH2:3][C:2]([CH3:1])([CH3:20])[CH2:21][NH2:22])[CH:5]=2)[CH:10]=1 |f:1.2|. Reported procedure: In a 1-liter flask, equipped as described in Example 10(a), was put 9.06 g of 2,6-bis(2-methyl-2-cyanopropyl)naphthalene and 300 ml of reagent grade toluene which had been passed through acid alumina under nitrogen directly into the reaction vessel. With stirring at room temperature, 107 ml of a 25% solution of diisobutylaluminum hydride in toluene was added in 55 minutes. The mixture was then refluxed for 20 hrs. After the mixture had been cooled in an ice-water bath, a solution of 6 ml of wate... Starting materials: C(C)(=O)N1C2=C(N(C([C@H]([C@@H]1C)NC([C@H](C)N(C(OC(C)(C)C)=O)C)=O)=O)CC1=C(C=CC(=C1)Br)OC)C=CC(=C2)C#N (tert-butyl(S)-1-((3S,4S)-5-acetyl-1-(5-bromo-2-methoxybenzyl)-7-cyano-4-methyl-2-oxo-2,3,4,5-tetrahydro-1H-benzo[b][1,4]diazepin-3-ylamino)-1-oxopropan-2-yl(methyl)carbamate), C1(=CC=CC=C1)B(O)O (phenylboronic acid), C([O-])(O)=O.[Na+] (sodium bicarbonate). Run in O1CCOCC1 (1,4-dioxane). Reaction conditions: temperature 80 celsius, time 2 hour. Product: C(C)(=O)N1C2=C(N(C([C@H]([C@@H]1C)NC([C@H](C)N(C(OC(C)(C)C)=O)C)=O)=O)CC=1C=C(C=CC1OC)C1=CC=CC=C1)C=CC(=C2)C#N (tert-butyl(S)-1-((3S,4S)-5-acetyl-7-cyano-1-((4-methoxybiphenyl-3-yl)methyl)-4-methyl-2-oxo-2,3,4,5-tetrahydro-1H-benzo[b][1,4]diazepin-3-ylamino)-1-oxopropan-2-yl(methyl)carbamate). The yield is 75.2%. Reaction SMILES: [C:1]([N:4]1[C@@H:10]([CH3:11])[C@H:9]([NH:12][C:13](=[O:25])[C@@H:14]([N:16]([CH3:24])[C:17](=[O:23])[O:18][C:19]([CH3:22])([CH3:21])[CH3:20])[CH3:15])[C:8](=[O:26])[N:7]([CH2:27][C:28]2[CH:33]=[C:32](Br)[CH:31]=[CH:30][C:29]=2[O:35][CH3:36])[C:6]2[CH:37]=[CH:38][C:39]([C:41]#[N:42])=[CH:40][C:5]1=2)(=[O:3])[CH3:2].[C:43]1(B(O)O)[CH:48]=[CH:47][CH:46]=[CH:45][CH:44]=1.C(=O)(O)[O-].[Na+]>O1CCOCC1>[C:1]([N:4]1[C@@H:10]([CH3:11])[C@H:9]([NH:12][C:13](=[O:25])[C@@H:14]([N:16]([CH3:24])[C:17](=[O:23])[O:18][C:19]([CH3:22])([CH3:21])[CH3:20])[CH3:15])[C:8](=[O:26])[N:7]([CH2:27][C:28]2[CH:33]=[C:32]([C:43]3[CH:48]=[CH:47][CH:46]=[CH:45][CH:44]=3)[CH:31]=[CH:30][C:29]=2[O:35][CH3:36])[C:6]2[CH:37]=[CH:38][C:39]([C:41]#[N:42])=[CH:40][C:5]1=2)(=[O:3])[CH3:2] |f:2.3|. Procedure details: A rt suspension of tert-butyl(S)-1-((3S,4S)-5-acetyl-1-(5-bromo-2-methoxybenzyl)-7-cyano-4-methyl-2-oxo-2,3,4,5-tetrahydro-1H-benzo[b][1,4]diazepin-3-ylamino)-1-oxopropan-2-yl(methyl)carbamate (24 mg, 37.4 μmol), phenylboronic acid (6.83 mg, 56.0 μmol), and sodium bicarbonate (7.84 mg, 93.4 μmol) in 1,4-dioxane (280 μl) was sparged with Ar for 5 min, then [1,1′-bis(diphenylphosphino)ferrocene]dichloropalladium(II) dichloromethane complex (3.05 mg, 3.74 μmol) was added. The reaction was sparged w... Reactants: CC(C)(C)n1ncc(S)c(Cl)c1=O, CCOCC(C)Oc1ccc(CBr)cc1, CN(C)C=O, [Na+], [Na+], O=C([O-])[O-]. Product: CCOCC(C)Oc1ccc(CSc2cnn(C(C)(C)C)c(=O)c2Cl)cc1. As a reaction SMILES: [C:1]([CH3:2])([CH3:3])([CH3:4])[n:5]1[n:6][cH:7][c:8]([SH:13])[c:9]([Cl:12])[c:10]1=[O:11].[CH2:14]([CH3:15])[O:16][CH2:17][CH:18]([O:19][c:20]1[cH:21][cH:22][c:23]([CH2:24][Br:25])[cH:26][cH:27]1)[CH3:28].[CH3:35][N:36]([CH3:37])[CH:38]=[O:39].[Na+:29].[Na+:30].[O-:31][C:32](=[O:33])[O-:34]>>[C:1]([CH3:2])([CH3:3])([CH3:4])[n:5]1[n:6][cH:7][c:8]([S:13][CH2:24][c:23]2[cH:22][cH:21][c:20]([O:19][CH:18]([CH2:17][O:16][CH2:14][CH3:15])[CH3:28])[cH:27][cH:26]2)[c:9]([Cl:12])[c:10]1=[O:11].